This data is from the Open Reaction Database (ORD), a public repository of structured organic reaction records. The task is: describe an organic reaction: reactants, conditions, products, and yield The reactants are O1CCSC=C1C(C(=O)OCC)=NOCCC (Ethyl 2-(2,3-dihydro-1,4-oxathiin-6-yl)-2-n-propoxyiminoacetate), aqueous solution, [OH-].[Na+] (sodium hydroxide). Run in CO (methanol). Run at time 18 hour. Yields the product O1CCSC=C1C(C(=O)O)=NOCCC (2-(2,3-dihydro-1,4-oxathiin-6-yl)-2-n-propoxyiminoacetic acid). Isolated yield 33.6%. As a reaction SMILES: [O:1]1[C:6]([C:7](=[N:13][O:14][CH2:15][CH2:16][CH3:17])[C:8]([O:10]CC)=[O:9])=[CH:5][S:4][CH2:3][CH2:2]1.[OH-].[Na+]>CO>[O:1]1[C:6]([C:7](=[N:13][O:14][CH2:15][CH2:16][CH3:17])[C:8]([OH:10])=[O:9])=[CH:5][S:4][CH2:3][CH2:2]1 |f:1.2|. Procedure details: Ethyl 2-(2,3-dihydro-1,4-oxathiin-6-yl)-2-n-propoxyiminoacetate (mixture of syn isomer and anti isomer, 1 g.) was added to a mixture of methanol (10 ml.) and 1N aqueous solution of sodium hydroxide (6 ml.), and stirred at room temperature for 18 hours. After distilling off the methanol from the resultant solution in vacuo, a saturated aqueous solution of sodium bicarbonate (15 ml.) and ethyl acetate (15 ml.) were added to the residue and shaken sufficiently. The aqueous layer was separated, adju...